From a dataset of the Open Reaction Database (ORD), a public repository of structured organic reaction records. describe an organic reaction: reactants, conditions, products, and yield Reactants: OC=1C(=CC2=C(OCO2)C1)C1(C(N(C2=CC=CC=C12)CCCCC)=O)CO (3-(6-hydroxy-1,3-benzodioxol-5-yl)-3-(hydroxymethyl)-1-pentyl-1,3-dihydro-2H-indol-2-one), C1(CC1)CCN1C(C(C2=CC=CC=C12)(CO)C1=CC2=C(OCO2)C=C1O)=O (1-(2-cyclopropylethyl)-3-(6-hydroxy-1,3-benzodioxol-5-yl)-3-(hydroxymethyl)-1,3-dihydro-2H-indol-2-one). Yields the product C(CCCC)N1C(C2(C3=CC=CC=C13)COC=1C2=CC2=C(OCO2)C1)=O (1′-pentylspiro[furo[2,3-f][1,3]benzodioxole-7,3′-indol]-2′(1′H)-one). As a reaction SMILES: O[C:2]1[C:3]([C:11]2([CH2:26][OH:27])[C:19]3[C:14](=[CH:15][CH:16]=[CH:17][CH:18]=3)[N:13]([CH2:20][CH2:21][CH2:22][CH2:23][CH3:24])[C:12]2=[O:25])=[CH:4][C:5]2[O:9][CH2:8][O:7][C:6]=2[CH:10]=1.C1(CCN2C3C(=CC=CC=3)C(C3C(O)=CC4OCOC=4C=3)(CO)C2=O)CC1>>[CH2:20]([N:13]1[C:14]2[C:19](=[CH:18][CH:17]=[CH:16][CH:15]=2)[C:11]2([C:3]3=[CH:4][C:5]4[O:9][CH2:8][O:7][C:6]=4[CH:10]=[C:2]3[O:27][CH2:26]2)[C:12]1=[O:25])[CH2:21][CH2:22][CH2:23][CH3:24]. Reported procedure: Following the procedure as described in Example 1, and making non-critical variations using 3-(6-hydroxy-1,3-benzodioxol-5-yl)-3-(hydroxymethyl)-1-pentyl-1,3-dihydro-2H-indol-2-one to replace 1-(2-cyclopropylethyl)-3-(6-hydroxy-1,3-benzodioxol-5-yl)-3-(hydroxymethyl)-1,3-dihydro-2H-indol-2-one, the title compound was obtained (80%) as a white solid: mp 85-87° C.; 1H NMR (300 MHz, CDCl3)δ 7.28 (t, 1H), 7.15(d, 1H), 7.02 (t, 1H), 6.89 (d, 1H), 6.49 (s, 1H), 6.11 (s, 1H), 5.84 (dd, 2H),4.77(ABq, 2H...